describe an organic reaction: reactants, conditions, products, and yield From a dataset of the Open Reaction Database (ORD), a public repository of structured organic reaction records. The reactants are [Al+3], [Al+3], CN1C(=O)COc2cccc3nc4c(c1c23)CCCC4, [Cl-], [Cl-], [Cl-], [H-], [H-], [H-], [H-], [Li+], C1CCOC1. Product: CN1CCOc2cccc3nc4c(c1c23)CCCC4. Reaction SMILES: [Al+3:2].[Al+3:8].[CH3:11][N:12]1[C:13](=[O:30])[CH2:14][O:15][c:16]2[c:17]3[c:18]1[c:19]1[c:24]([n:25][c:26]3[cH:27][cH:28][cH:29]2)[CH2:23][CH2:22][CH2:21][CH2:20]1.[Cl-:10].[Cl-:7].[Cl-:9].[H-:1].[H-:4].[H-:5].[H-:6].[Li+:3].[O:31]1[CH2:32][CH2:33][CH2:34][CH2:35]1>>[CH3:11][N:12]1[CH2:13][CH2:14][O:15][c:16]2[c:17]3[c:18]1[c:19]1[c:24]([n:25][c:26]3[cH:27][cH:28][cH:29]2)[CH2:23][CH2:22][CH2:21][CH2:20]1.